This data is from the Open Reaction Database (ORD), a public repository of structured organic reaction records. The task is: describe an organic reaction: reactants, conditions, products, and yield The reactants are BrC=1C=CC2=C(C=3N(CCO2)C=C(N3)C(=O)N)C1 (10-bromo-5,6-dihydrobenzo[f]imidazo[1,2-d][1,4]oxazepine-2-carboxamide), C(#C)C1(C(N(CC1)C)=O)O (3-ethynyl-3-hydroxy-1-methylpyrrolidin-2-one). Product: OC1(C(N(CC1)C)=O)C#CC=1C=CC2=C(C=3N(CCO2)C=C(N3)C(=O)N)C1 ((±)-10-((3-hydroxy-1-methyl-2-oxopyrrolidin-3-yl)ethynyl)-5,6-dihydrobenzo[f]imidazo[1,2-d][1,4]oxazepine-2-carboxamide). Yield: 7.0%. RXN SMILES: Br[C:2]1[CH:3]=[CH:4][C:5]2[O:11][CH2:10][CH2:9][N:8]3[CH:12]=[C:13]([C:15]([NH2:17])=[O:16])[N:14]=[C:7]3[C:6]=2[CH:18]=1.[C:19]([C:21]1([OH:28])[CH2:25][CH2:24][N:23]([CH3:26])[C:22]1=[O:27])#[CH:20]>>[OH:28][C:21]1([C:19]#[C:20][C:2]2[CH:3]=[CH:4][C:5]3[O:11][CH2:10][CH2:9][N:8]4[CH:12]=[C:13]([C:15]([NH2:17])=[O:16])[N:14]=[C:7]4[C:6]=3[CH:18]=2)[CH2:25][CH2:24][N:23]([CH3:26])[C:22]1=[O:27]. Procedure: Similar to as described in General Procedure G, 10-bromo-5,6-dihydrobenzo[f]imidazo[1,2-d][1,4]oxazepine-2-carboxamide was reacted with 3-ethynyl-3-hydroxy-1-methylpyrrolidin-2-one (WO2009/158011A1) to give the titled compound as a light yellow solid (17 mg, 7%). Reactants: C12(CC3CC(CC(C1)C3)C2)CO (adamantan-1-ylmethanol), FC12CC3(CC(CC(C1)C3)C2)CO (3-fluoroadamantan-1-yl methanol), ClC=1C(=CC(=C(C(=O)NS(=O)(=O)C)C1)F)F (5-chloro-2,4-difluoro-N-(methylsulfonyl)benzamide), ClC=1C(=CC(=C(C(=O)NS(N(C)C)(=O)=O)C1)F)F (5-chloro-N—(N,N-dimethylsulfamoyl)-2,4-difluorobenzamide). Yields the product ClC=1C(=CC(=C(C(=O)NS(N(C)C)(=O)=O)C1)F)OCC12CC3(CC(CC(C1)C3)C2)F (5-chloro-N—(N,N-dimethylsulfamoyl)-2-fluoro-4-((3-fluoroadamantan-1-yl)methoxy)benzamide), solid. The yield is 35.0%. Reaction SMILES: ClC1C(F)=CC(F)=C(C=1)C(NS(C)(=O)=O)=O.[Cl:17][C:18]1[C:19](F)=[CH:20][C:21]([F:33])=[C:22]([CH:32]=1)[C:23]([NH:25][S:26](=[O:31])(=[O:30])[N:27]([CH3:29])[CH3:28])=[O:24].C12(CO)CC3CC(CC(C3)C1)C2.[F:47][C:48]12[CH2:57][CH:52]3[CH2:53][CH:54]([CH2:56][C:50]([CH2:58][OH:59])([CH2:51]3)[CH2:49]1)[CH2:55]2>>[Cl:17][C:18]1[C:19]([O:59][CH2:58][C:50]23[CH2:51][CH:52]4[CH2:53][CH:54]([CH2:55][C:48]([F:47])([CH2:57]4)[CH2:49]2)[CH2:56]3)=[CH:20][C:21]([F:33])=[C:22]([CH:32]=1)[C:23]([NH:25][S:26](=[O:31])(=[O:30])[N:27]([CH3:29])[CH3:28])=[O:24]. Procedure: Following the procedure as described in Example 8 and making variations as required to replace 5-chloro-2,4-difluoro-N-(methylsulfonyl)benzamide with 5-chloro-N—(N,N-dimethylsulfamoyl)-2,4-difluorobenzamide and adamantan-1-ylmethanol with 3-fluoroadamantan-1-yl methanol, the title compound was obtained as a colorless solid (0.16 g, 35%): 1H NMR (300 MHz, DMSO-d6) δ 11.77 (s, 1H), 7.73 (d, J=7.4 Hz, 1H), 7.23 (d, J=12.3 Hz, 1H), 3.84 (s, 2H), 2.87 (s, 6H), 2.30 (br s, 2H), 1.87-1.76 (m, 6H), 1.61... Starting materials: CCO, O=C1N(CCCl)c2ccc(F)cc2C12SCCCS2, C1CCOC1. Yields the product O=C1Cc2cc(F)ccc2N1CCCl. RXN SMILES: [CH2:25]([OH:26])[CH3:27].[Cl:1][CH2:2][CH2:3][N:4]1[C:5](=[O:19])[C:6]2([S:7][CH2:8][CH2:9][CH2:10][S:11]2)[c:12]2[cH:13][c:14]([F:18])[cH:15][cH:16][c:17]21.[O:20]1[CH2:21][CH2:22][CH2:23][CH2:24]1>>[Cl:1][CH2:2][CH2:3][N:4]1[C:5](=[O:19])[CH2:6][c:12]2[cH:13][c:14]([F:18])[cH:15][cH:16][c:17]21. Reactants: Cl (HCl), C1(=CC=CC=C1)O (Phenol), C([O-])([O-])=O.[Na+].[Na+] (sodium carbonate), C1(CCC(=O)O1)=O (Succinic anhydride). Solvent: O (water). Reaction conditions: temperature 0 celsius, time 1 hour. Yields the product O=C(CCC(=O)O)OC1=CC=CC=C1 (4-oxo-4-phenoxybutanoic acid). Yield: 42.0%. RXN SMILES: [C:1]1([OH:7])[CH:6]=[CH:5][CH:4]=[CH:3][CH:2]=1.C(=O)([O-])[O-].[Na+].[Na+].[C:14]1(=[O:20])[O:19][C:17](=[O:18])[CH2:16][CH2:15]1.Cl>O>[O:20]=[C:14]([O:7][C:1]1[CH:6]=[CH:5][CH:4]=[CH:3][CH:2]=1)[CH2:15][CH2:16][C:17]([OH:19])=[O:18] |f:1.2.3|. Reported procedure: Phenol (1.88 g, 20.0 mmol) was dissolved in a solution of sodium carbonate (anhydrous) (1.06 g, 10.0 mmol) in water (20 ml) and cooled to 0° C. Succinic anhydride (2.00 g, 20.0 mmol) was added and the suspension was allowed to stir at 0° C. for 1 h. The reaction mixture was gradually warmed to room temperature and stirred over night. The clear solution was cooled to 0° C. and acidified to pH 0 (addition of 1M aqueous HCl). The reaction mixture was extracted with chloroform (3×25 ml), dried over ...